Dataset: the Open Reaction Database (ORD), a public repository of structured organic reaction records. Task: describe an organic reaction: reactants, conditions, products, and yield The reactants are C=1(O)C(O)=CC=CC1 (catechol), C(C)(=O)OC=1C(OC(C)=O)=CC=CC1 (catechol diacetate), C([O-])([O-])=O.[K+].[K+] (potassium carbonate), C(C=C)Br (allyl bromide). Run in CC(=O)C (acetone). Yields the product C(C=C)OC1=C(C=CC=C1)OC(C)=O (2-acetoxyphenyl allyl ether). Isolated yield 154.8%. As a reaction SMILES: [C:1]1(C(=CC=CC=1)O)O.[C:9]([O:12][C:13]1[C:14](=[CH:19][CH:20]=[CH:21][CH:22]=1)[O:15][C:16](=[O:18])[CH3:17])(=O)[CH3:10].C(=O)([O-])[O-].[K+].[K+].C(Br)C=C>CC(C)=O>[CH2:9]([O:12][C:13]1[CH:22]=[CH:21][CH:20]=[CH:19][C:14]=1[O:15][C:16](=[O:18])[CH3:17])[CH:10]=[CH2:1] |f:2.3.4|. Procedure: A mixture of 10.7 g of catechol, 17.3 g of catechol diacetate, 34.5 g of potassium carbonate, 30.3 g of allyl bromide and 200 ml of acetone was refluxed for 5 hours. The reaction mixture was filtered, and the filtrate was concentrated and purified by column chromatography to give 26.5 g (yield 71%) of 2-acetoxyphenyl allyl ether as a pale yellow liquid. Ten grams of this liquid was heated at 220° to 230° C. for 1.5 hours. After cooling, the reaction mixture was purified by column chromatography ... Reactants: Clc1ccc2nccn2n1, N, O. Yields the product Nc1ccc2nccn2n1. Reaction SMILES: [Cl:1][c:2]1[cH:3][cH:4][c:5]2[n:6]([n:7]1)[cH:8][cH:9][n:10]2.[NH3:12].[OH2:11]>>[c:2]1([NH2:12])[cH:3][cH:4][c:5]2[n:6]([n:7]1)[cH:8][cH:9][n:10]2. Starting materials: ClC1=C(COC2=C(C=CC=C2)CO)C=CC=C1 ([2-(2-Chlorobenzyloxy)phenyl]methanol), Br.C1(=CC=CC=C1)[PH+](C1=CC=CC=C1)C1=CC=CC=C1 (triphenylphosphonium hydrobromide). Solvent: C(C)#N (acetonitrile). The product is [Br-].ClC1=C(COC2=C(C[P+](C3=CC=CC=C3)(C3=CC=CC=C3)C3=CC=CC=C3)C=CC=C2)C=CC=C1 ([2-(2-Chlorobenzyloxy)benzyl]triphenylphosphonium bromide). Isolated yield 99.7%. Reaction SMILES: [Cl:1][C:2]1[CH:17]=[CH:16][CH:15]=[CH:14][C:3]=1[CH2:4][O:5][C:6]1[CH:11]=[CH:10][CH:9]=[CH:8][C:7]=1[CH2:12]O.[BrH:18].[C:19]1([PH+:25]([C:32]2[CH:37]=[CH:36][CH:35]=[CH:34][CH:33]=2)[C:26]2[CH:31]=[CH:30][CH:29]=[CH:28][CH:27]=2)[CH:24]=[CH:23][CH:22]=[CH:21][CH:20]=1>C(#N)C>[Br-:18].[Cl:1][C:2]1[CH:17]=[CH:16][CH:15]=[CH:14][C:3]=1[CH2:4][O:5][C:6]1[CH:11]=[CH:10][CH:9]=[CH:8][C:7]=1[CH2:12][P+:25]([C:26]1[CH:27]=[CH:28][CH:29]=[CH:30][CH:31]=1)([C:32]1[CH:37]=[CH:36][CH:35]=[CH:34][CH:33]=1)[C:19]1[CH:20]=[CH:21][CH:22]=[CH:23][CH:24]=1 |f:1.2,4.5|. Procedure details: A solution of 3.775 g (15.18 mmol) of [2-(2-chlorobenzyloxy)phenyl]methanol from Example 78A in 60 ml of acetonitrile is mixed with 4.949 g (14.42 mmol) of triphenylphosphonium hydrobromide and heated to reflux for 3 hours. The reaction solution is then concentrated to dryness, and the resulting oil is taken up and triturated in diethyl ether. The product crystallizes as a white solid during this. After filtration, the solid is dried in a drying oven at 50° C. overnight. 8.247 g (91% yield) of c... The reactants are C1=CC(=CC(=C1)Cl)C(=O)OO (MCPBA), C(C)(C)(C)OC(NCC1=C(C=CC=C1)SC)=O ((2-methylsulfanyl-benzyl)-carbamic acid tert-butyl ester), aqueous solution, S(=O)([O-])[O-].[Na+].[Na+] (sodium sulfite). The solvent is C(Cl)Cl (DCM). Conditions: temperature 0 celsius, time 5 hour. Yields the product C(C)(C)(C)OC(NCC1=C(C=CC=C1)S(=O)(=O)C)=O ((2-methanesulfonyl-benzyl)-carbamic acid tert-butyl ester). Reaction SMILES: [CH:1]1C=C(Cl)C=C(C(OO)=O)C=1.[C:12]([O:16][C:17](=[O:28])[NH:18][CH2:19][C:20]1[CH:25]=[CH:24][CH:23]=[CH:22][C:21]=1SC)([CH3:15])([CH3:14])[CH3:13].[S:29]([O-:32])([O-])=[O:30].[Na+].[Na+]>C(Cl)Cl>[C:12]([O:16][C:17](=[O:28])[NH:18][CH2:19][C:20]1[CH:21]=[CH:22][CH:23]=[CH:24][C:25]=1[S:29]([CH3:1])(=[O:32])=[O:30])([CH3:15])([CH3:13])[CH3:14] |f:2.3.4|. Procedure details: MCPBA (60%, 5.82 g, 20.2 mmol) was added to a solution of (2-methylsulfanyl-benzyl)-carbamic acid tert-butyl ester (2.5 g, 9.87 mmol) in DCM (100 mL) which was pre-cooled to 0 degrees C. After 5 h, 100 ml of a 10% aqueous solution of sodium sulfite (Na2SO3) was added to the reaction and the organic layers were collected, washed with saturated aqueous sodium carbonate (50 mL), dried over MgSO4, filtered and concentrated in-vacuo. Chromatography (silica, 0-15% MeOH in DCM) yielded 1.885 g of (2-me... The reactants are O=C(O)C(F)(F)F, Nc1c(F)c(F)c(F)c2c1c(=O)c(C(=O)O)cn2-c1ccc(F)cc1F, NC1CNCC1n1ccnn1. The product is Nc1c(F)c(N2CC(N)C(n3ccnn3)C2)c(F)c2c1c(=O)c(C(=O)O)cn2-c1ccc(F)cc1F. As a reaction SMILES: [F:38][C:39]([F:40])([F:41])[C:42]([OH:43])=[O:44].[NH2:1][c:2]1[c:3]2[c:4](=[O:26])[c:5]([C:23](=[O:24])[OH:25])[cH:6][n:7](-[c:15]3[c:16]([F:22])[cH:17][c:18]([F:21])[cH:19][cH:20]3)[c:8]2[c:9]([F:14])[c:10]([F:13])[c:11]1[F:12].[NH2:27][CH:28]1[CH2:29][NH:30][CH2:31][CH:32]1[n:33]1[n:34][n:35][cH:36][cH:37]1>>[NH2:1][c:2]1[c:3]2[c:4](=[O:26])[c:5]([C:23](=[O:24])[OH:25])[cH:6][n:7](-[c:15]3[c:16]([F:22])[cH:17][c:18]([F:21])[cH:19][cH:20]3)[c:8]2[c:9]([F:14])[c:10]([N:30]2[CH2:29][CH:28]([NH2:27])[CH:32]([n:33]3[n:34][n:35][cH:36][cH:37]3)[CH2:31]2)[c:11]1[F:12].